This data is from the Open Reaction Database (ORD), a public repository of structured organic reaction records. The task is: describe an organic reaction: reactants, conditions, products, and yield Starting materials: ClC=1N=C(C2=C(N1)C(COC2)C2=CC=CC=C2)Cl (2,4-dichloro-8-phenyl-7,8-dihydro-5H-pyrano[4,3-d]pyrimidine), Cl.CN (methanamine hydrochloride), C(C)(C)N(C(C)C)CC (N,N-Diisopropylethylamine). Solvent: CO (MeOH). Conditions: time 2 hour. Product: ClC=1N=C(C2=C(N1)C(COC2)C2=CC=CC=C2)NC (2-chloro-N-methyl-8-phenyl-7,8-dihydro-5H-pyrano[4,3-d]pyrimidin-4-amine). The yield is 66.2%. RXN SMILES: [Cl:1][C:2]1[N:3]=[C:4](Cl)[C:5]2[CH2:11][O:10][CH2:9][CH:8]([C:12]3[CH:17]=[CH:16][CH:15]=[CH:14][CH:13]=3)[C:6]=2[N:7]=1.Cl.CN.[CH:22]([N:25](CC)C(C)C)(C)C>CO>[Cl:1][C:2]1[N:3]=[C:4]([NH:25][CH3:22])[C:5]2[CH2:11][O:10][CH2:9][CH:8]([C:12]3[CH:17]=[CH:16][CH:15]=[CH:14][CH:13]=3)[C:6]=2[N:7]=1 |f:1.2|. Procedure: To a solution of 2,4-dichloro-8-phenyl-7,8-dihydro-5H-pyrano[4,3-d]pyrimidine (Preparation I) (194 mg, 0.690 mmol) in MeOH (6901 μL) was added methanamine hydrochloride (69.9 mg, 1.035 mmol) and N,N-Diisopropylethylamine (301 μL, 1.725 mmol). The resulting mixture was stirred at RT for 2 h. The reaction mixture was then concentrated in vacuo. Purification by flash chromatography (Silica, EtOAc/Hexanes) gave 2-chloro-N-methyl-8-phenyl-7,8-dihydro-5H-pyrano[4,3-d]pyrimidin-4-amine (126 mg, 0.457 m...